Dataset: the Open Reaction Database (ORD), a public repository of structured organic reaction records. Task: describe an organic reaction: reactants, conditions, products, and yield Starting materials: C=CCONC(=O)C1N(S(=O)(=O)c2ccc(OCc3ccc(F)cc3)cc2)CCCC1(C)O, CC[NH+](CC)CC, CC#N, O=C[O-], O. Yields the product CC1(O)CCCN(S(=O)(=O)c2ccc(OCc3ccc(F)cc3)cc2)C1C(=O)NO. Reaction SMILES: [CH2:1]([CH:2]=[CH2:3])[O:4][NH:5][C:6](=[O:7])[CH:8]1[N:9]([S:16](=[O:17])(=[O:18])[c:19]2[cH:20][cH:21][c:22]([O:25][CH2:26][c:27]3[cH:28][cH:29][c:30]([F:33])[cH:31][cH:32]3)[cH:23][cH:24]2)[CH2:10][CH2:11][CH2:12][C:13]1([CH3:14])[OH:15].[CH2:37]([NH+:38]([CH2:39][CH3:40])[CH2:41][CH3:42])[CH3:43].[CH3:44][C:45]#[N:46].[CH:34]([O-:35])=[O:36].[OH2:47]>>[OH:4][NH:5][C:6](=[O:7])[CH:8]1[N:9]([S:16](=[O:17])(=[O:18])[c:19]2[cH:20][cH:21][c:22]([O:25][CH2:26][c:27]3[cH:28][cH:29][c:30]([F:33])[cH:31][cH:32]3)[cH:23][cH:24]2)[CH2:10][CH2:11][CH2:12][C:13]1([CH3:14])[OH:15]. Reactants: BrCCBr, [Na+], [OH-], O, Oc1ccccc1. Product: BrCCOc1ccccc1. As a reaction SMILES: [Br:1][CH2:2][CH2:3][Br:4].[Na+:13].[OH-:12].[OH2:14].[OH:5][c:6]1[cH:7][cH:8][cH:9][cH:10][cH:11]1>>[Br:1][CH2:2][CH2:3][O:5][c:6]1[cH:7][cH:8][cH:9][cH:10][cH:11]1. Run in C(C)N(CC)CC (triethylamine). Isolated yield 0.0%. RXN SMILES: Br[C:2]1[CH:7]=[CH:6][C:5]([C:8]2([N:11]([CH2:15][CH2:16][CH3:17])[CH2:12][CH2:13][CH3:14])[CH2:10][CH2:9]2)=[CH:4][CH:3]=1.[CH3:18][Si:19]([C:22]#[CH:23])([CH3:21])[CH3:20]>C(N(CC)CC)C.[Cu]I.Cl[Pd](Cl)([P](C1C=CC=CC=1)(C1C=CC=CC=1)C1C=CC=CC=1)[P](C1C=CC=CC=1)(C1C=CC=CC=1)C1C=CC=CC=1>[CH2:12]([N:11]([CH2:15][CH2:16][CH3:17])[C:8]1([C:5]2[CH:6]=[CH:7][C:2]([C:23]#[C:22][Si:19]([CH3:21])([CH3:20])[CH3:18])=[CH:3][CH:4]=2)[CH2:10][CH2:9]1)[CH2:13][CH3:14] |^1:35,54|. The reactants are BrC1=CC=C(C=C1)C1(CC1)N(CCC)CCC ([1-(4-bromophenyl)-cyclopropyl]-dipropylamine), BrC1=CC=C(C=C1)C1(CC1)N(CCC)CCC ([1-(4-bromophenyl)-cyclopropyl]-dipropylamine), C[Si](C)(C)C#C (Trimethylsilyl acetylene), 5d. Procedure: Using General Procedure D; [1-(4-bromophenyl)-cyclopropyl]-dipropylamine (Intermediate 121, 150.0 mg, 0.50 mmol) in triethylamine (5 mL) was treated with copper(I)iodide (10.0 mg, 0.05 mmol) and then sparged with argon for 5 minutes. Trimethylsilyl acetylene (0.70 g, 7.1 mmols) was then added followed by dichlorobis(triphenylphosphine)palladium(II) (35.0 mg, 0.05 mmol). The resulting reaction mixture was heated to 70° C. for 5d. The title compound was isolated by chromatography (0-3% EtOAc—hexan... The reagents and catalysts are [Cu]I (copper(I)iodide), Cl[Pd]([P](C1=CC=CC=C1)(C2=CC=CC=C2)C3=CC=CC=C3)([P](C4=CC=CC=C4)(C5=CC=CC=C5)C6=CC=CC=C6)Cl (dichlorobis(triphenylphosphine)palladium(II)). Product: C(CC)N(C1(CC1)C1=CC=C(C=C1)C#C[Si](C)(C)C)CCC (Dipropyl-[1-(4-trimethylsilanylethynyl-phenyl)-cyclopropyl]-amine), EtOAc—hexanes. The reactants are CS(=O)(=O)OCC1=CC(=CC=C1)NC1=NC=C(C=N1)C1=CC=C(C=C1)OC(F)F (3-(5-(4-(difluoromethoxy)phenyl)pyrimidin-2-ylamino)benzyl methanesulfonate), N1CCC(CC1)C(=O)OC (methyl piperidine-4-carboxylate), [Li+].[OH-] (LiOH). Run in C1CCOC1.CO.O (THF MeOH H2O), CN(C)C=O (DMF). Run at temperature 100 celsius, time 1 hour. The product is FC(OC1=CC=C(C=C1)C=1C=NC(=NC1)NC=1C=C(CN2CCC(CC2)C(=O)O)C=CC1)F (1-(3-(5 (4-(difluoromethoxy)phenyl)pyrimidin-2-ylamino)benzyl)piperidine-4-carboxylic acid). As a reaction SMILES: CS(O[CH2:6][C:7]1[CH:12]=[CH:11][CH:10]=[C:9]([NH:13][C:14]2[N:19]=[CH:18][C:17]([C:20]3[CH:25]=[CH:24][C:23]([O:26][CH:27]([F:29])[F:28])=[CH:22][CH:21]=3)=[CH:16][N:15]=2)[CH:8]=1)(=O)=O.[NH:30]1[CH2:35][CH2:34][CH:33]([C:36]([O:38]C)=[O:37])[CH2:32][CH2:31]1.[Li+].[OH-]>CN(C=O)C.C1COCC1.CO.O>[F:29][CH:27]([F:28])[O:26][C:23]1[CH:24]=[CH:25][C:20]([C:17]2[CH:18]=[N:19][C:14]([NH:13][C:9]3[CH:8]=[C:7]([CH:12]=[CH:11][CH:10]=3)[CH2:6][N:30]3[CH2:31][CH2:32][CH:33]([C:36]([OH:38])=[O:37])[CH2:34][CH2:35]3)=[N:15][CH:16]=2)=[CH:21][CH:22]=1 |f:2.3,5.6.7|. Procedure details: To a solution of 3-(5-(4-(difluoromethoxy)phenyl)pyrimidin-2-ylamino)benzyl methanesulfonate 37 (0.050 mmol) in anhydrous DMF (1 mL) is added methyl piperidine-4-carboxylate (0.10 mmol) and the solution is heated at 100° C. for 8 h. After the reaction is complete, the mixture is diluted with THF:MeOH:H2O (3:2:1, 5 mL). To the reaction mixture is added 6N LiOH (0.30 mmol). The reaction is stirred at rt for 1 h. Purification by preparative LC/MS affords 1-(3-(5 (4-(difluoromethoxy)phenyl)pyrimidin... Reactants: ClC(=O)OCC (ethyl chloroformate), ice, C(C)(C)(C)OC(=O)N[C@H](C(=O)O)CC(F)(F)F ((S)-2-(tert-butoxycarbonylamino)-4,4,4-trifluorobutanoic acid), C(C)N(C(C)C)C(C)C (N-ethyl-N-isopropylpropan-2-amine), [BH4-].[Li+] (lithium borohydride). Run in C1CCOC1 (THF), [Cl-].[Na+].O (Brine), C1CCOC1 (THF). Run at temperature 23 celsius, time 2 hour. The product is FC(C[C@@H](CO)NC(OC(C)(C)C)=O)(F)F ((S)-tert-butyl 4,4,4-trifluoro-1-hydroxybutan-2-ylcarbamate). Yield: 84.6%. As a reaction SMILES: [C:1]([O:5][C:6]([NH:8][C@@H:9]([CH2:13][C:14]([F:17])([F:16])[F:15])[C:10](O)=[O:11])=[O:7])([CH3:4])([CH3:3])[CH3:2].C(N(C(C)C)C(C)C)C.ClC(OCC)=O.[BH4-].[Li+]>C1COCC1.[Cl-].[Na+].O>[F:15][C:14]([F:16])([F:17])[CH2:13][C@H:9]([NH:8][C:6](=[O:7])[O:5][C:1]([CH3:3])([CH3:4])[CH3:2])[CH2:10][OH:11] |f:3.4,6.7.8|. Procedure details: To an ice-cooled solution of (S)-2-(tert-butoxycarbonylamino)-4,4,4-trifluorobutanoic acid (1.0 g, 3.89 mmol) and N-ethyl-N-isopropylpropan-2-amine (0.813 mL, 4.67 mmol) in THF (15 mL) was added dropwise ethyl chloroformate (0.409 mL, 4.28 mmol). The cooling bath was removed and the mixture was stirred at 23° C. for 2 h. The mixture was filtered to remove the white precipitate, and the filtrate was treated with a 2 M THF solution of lithium borohydride (1.944 mL, 3.89 mmol) resulting in vigorous... The reactants are Cl (hydrogen chloride), Cl.CN(C1CCC=2NC3=C(C=CC=C3C2C1)F)C (3-(dimethylamino)-8-fluoro-1,2,3,4-tetrahydrocarbazole hydrochloride). Solvent: CCOCC (ether). The product is CN(C1CCC=2NC3=C(C=CC=C3C2C1)F)C (3-(Dimethylamino)-8-fluoro-1,2,3,4-tetrahydrocarbazole). As a reaction SMILES: Cl.Cl.[CH3:3][N:4]([CH3:19])[CH:5]1[CH2:17][C:16]2[C:15]3[C:10](=[C:11]([F:18])[CH:12]=[CH:13][CH:14]=3)[NH:9][C:8]=2[CH2:7][CH2:6]1>CCOCC>[CH3:3][N:4]([CH3:19])[CH:5]1[CH2:17][C:16]2[C:15]3[C:10](=[C:11]([F:18])[CH:12]=[CH:13][CH:14]=3)[NH:9][C:8]=2[CH2:7][CH2:6]1 |f:1.2|. Procedure details: Following the procedure given in Example 3 and using 7.8 g. of 4-dimethylaminocyclohexanone and 9 g. of 2-fluorophenylhydrazine hydrochloride there was obtained, after treatment of the free base in ether with ethereal hydrogen chloride, 6.5 g. of 3-(dimethylamino)-8-fluoro-1,2,3,4-tetrahydrocarbazole hydrochloride, m.p. 298°-302° C. The reactants are solution, Cl (HCl), CCOCC (Et2O), C(C1=CC=CC=C1)OC1=CC(N(C=C1)C1=CC=C2C3=C(N(C2=C1)C)C(NCC3)CO)=O (4-(benzyloxy)-1-(1-(hydroxymethyl)-9-methyl-2,3,4,9-tetrahydro-1H-pyrido[3,4-b]indol-7-yl)pyridin-2(1H)-one). Solvent: C(Cl)Cl (CH2Cl2). Conditions: temperature 25 celsius, time 1 hour. Yields the product Cl.C(C1=CC=CC=C1)OC1=CC(N(C=C1)C1=CC=C2C3=C(N(C2=C1)C)C(NCC3)CO)=O (4-(Benzyloxy)-1-(1-(hydroxymethyl)-9-methyl-2,3,4,9-tetrahydro-1H-pyrido[3,4-b]indol-7-yl)pyridin-2(1H)-one hydrochloride). Yield: 54.0%. As a reaction SMILES: [ClH:1].CCOCC.[CH2:7]([O:14][C:15]1[CH:20]=[CH:19][N:18]([C:21]2[CH:29]=[C:28]3[C:24]([C:25]4[CH2:34][CH2:33][NH:32][CH:31]([CH2:35][OH:36])[C:26]=4[N:27]3[CH3:30])=[CH:23][CH:22]=2)[C:17](=[O:37])[CH:16]=1)[C:8]1[CH:13]=[CH:12][CH:11]=[CH:10][CH:9]=1>C(Cl)Cl>[ClH:1].[CH2:7]([O:14][C:15]1[CH:20]=[CH:19][N:18]([C:21]2[CH:29]=[C:28]3[C:24]([C:25]4[CH2:34][CH2:33][NH:32][CH:31]([CH2:35][OH:36])[C:26]=4[N:27]3[CH3:30])=[CH:23][CH:22]=2)[C:17](=[O:37])[CH:16]=1)[C:8]1[CH:9]=[CH:10][CH:11]=[CH:12][CH:13]=1 |f:4.5|. Reported procedure: A 1.0 M solution of HCl in Et2O (0.13 mL, 0.13 mmol) was added to a solution of 4-(benzyloxy)-1-(1-(hydroxymethyl)-9-methyl-2,3,4,9-tetrahydro-1H-pyrido[3,4-b]indol-7-yl)pyridin-2(1H)-one (55 mg, 0.13 mmol) in CH2Cl2 (10 mL) under N2 and stirred at 25° C. for 1 h. The solution was concentrated to afford the title compound (32 mg, 54%) as an off-white powder: mp 168-170° C.; 1H NMR (500 MHz, DMSO-d6) δ 9.48 (br s, 1H), 9.10 (br s, 1H), 7.56 (overlapping dd, J=8.5 Hz, 2H), 7.52 (s, 1H), 7.49-7.41 ... The reactants are FC1=C(C=CC=C1)C1=CC=C(C=C1)C(=O)N1CCC(CC1)CC=1NC=C(N1)C(F)(F)F ((2′-fluorobiphenyl-4-yl)(4-{[4-(trifluoromethyl)-1H-imidazol-2-yl]methyl}piperidin-1-yl)methanone), NO (hydroxylamine). Solvent: CC#N (MeCN). Conditions: temperature 60 celsius. The product is FC1=C(C=CC=C1)C1=CC=C(C=C1)C(=O)N1CCC(CC1)CC=1NC=C(N1)C#N (2-({1-[(2′-fluorobiphenyl-4-yl)carbonyl]piperidin-4-yl}methyl)-1H-imidazole-4-carbonitrile). Yield: 12.0%. Reaction SMILES: [F:1][C:2]1[CH:7]=[CH:6][CH:5]=[CH:4][C:3]=1[C:8]1[CH:13]=[CH:12][C:11]([C:14]([N:16]2[CH2:21][CH2:20][CH:19]([CH2:22][C:23]3[NH:24][CH:25]=[C:26]([C:28](F)(F)F)[N:27]=3)[CH2:18][CH2:17]2)=[O:15])=[CH:10][CH:9]=1.[NH2:32]O>CC#N>[F:1][C:2]1[CH:7]=[CH:6][CH:5]=[CH:4][C:3]=1[C:8]1[CH:9]=[CH:10][C:11]([C:14]([N:16]2[CH2:17][CH2:18][CH:19]([CH2:22][C:23]3[NH:24][CH:25]=[C:26]([C:28]#[N:32])[N:27]=3)[CH2:20][CH2:21]2)=[O:15])=[CH:12][CH:13]=1. Reported procedure: This compound is synthesized as described by adaptation of the following reference: Matthews et al, J. Org. Chem., 1986, 51, 3228. To a stirred solution of (2′-fluorobiphenyl-4-yl)(4-{[4-(trifluoromethyl)-1H-imidazol-2-yl]methyl}piperidin-1-yl)methanone (0.114 g, 0.27 mmol) in MeCN (10 mL) is added hydroxylamine (5% aqueous solution, 40 mL). The reaction is heated at 60° C. for 4 h then allowed to cool to room temperature. The mixture is extracted with DCM and washed with saturated aqueous NaHCO...